Dataset: the Open Reaction Database (ORD), a public repository of structured organic reaction records. Task: describe an organic reaction: reactants, conditions, products, and yield Reactants: ClC1=C(C(=CC=C1)F)C (2-chloro-6-fluorotoluene), BrBr (Bromine). The reagents and catalysts are [Fe] (iron). Run in ClCCl (dichloromethane). Conditions: time 15 minute. The product is BrC=1C(=C(C(=CC1)F)C)Cl (3-Bromo-2-chloro-6-fluorotoluene). Yield: 97.9%. Reaction SMILES: [Cl:1][C:2]1[CH:7]=[CH:6][CH:5]=[C:4]([F:8])[C:3]=1[CH3:9].[Br:10]Br>[Fe].ClCCl>[Br:10][C:7]1[C:2]([Cl:1])=[C:3]([CH3:9])[C:4]([F:8])=[CH:5][CH:6]=1. Procedure: 2-chloro-6-fluorotoluene (5.00 g, 34.6 mmol) and iron (0.1 g, 0.17 mmol) was stirred in a 100 mL flask. Bromine (6.08 g, 38.1 mmol) was added slowly in 3 portions with 1 min between each addition. The reaction was stirred for additional 15 min. Then dichloromethane (50 ml) was added, the reaction mixture transferred to a separation funnel and washed with a sodium thiosulphate solution (10%, 30 mL) until it had turned colorless. The layers were separated and the organic layer was washed with sat.... Starting materials: C(c1ccccc1OC(F)(F)F)=O, CC1=CN=C(C=C1)N, [C-]#[N+]C1CCCCC1. The reagents and catalysts are O=C(O)C(F)(F)F (trifluoroacetic acid). The solvent is CC(C)O (isopropyl alcohol), CC(C)O (isopropylalcohol). Reaction conditions: temperature 22 celsius, time 20 hour. Product: Cc1ccc2nc(c3ccccc3OC(F)(F)F)c(NC3CCCCC3)n2c1. Yield: 20.8%. Reaction SMILES: CC1=CC=C(N)N=C1.[C-]#[N+]C1CCCCC1.FC(F)(F)OC1=C(C=O)C=CC=C1>>CC1=CN2C(C=C1)=NC(=C2NC1CCCCC1)C1=C(OC(F)(F)F)C=CC=C1. Reactants: C(C)OCCOC1=CC=C(C=C1)C=1C=CC2=C(C=C(CCN2S(=O)(=O)C)C(=O)OC)C1 (methyl 7-[4-(2- ethoxyethoxy)phenyl]-1-methanesulfonyl-2,3-dihydro-1-benzazepine-4-carboxylate), [OH-].[Na+] (sodium hydroxide). Run in CO (methanol), C1CCOC1 (THF). Reaction conditions: time 8 hour. Product: C(C)OCCOC1=CC=C(C=C1)C=1C=CC2=C(C=C(CCN2S(=O)(=O)C)C(=O)O)C1 (7-[4-(2-ethoxyethoxy)phenyl]-1-methanesulfonyl-2,3-dihydro-1H-1-benzazepine-4-carboxylic acid). The yield is 95.3%. RXN SMILES: [CH2:1]([O:3][CH2:4][CH2:5][O:6][C:7]1[CH:12]=[CH:11][C:10]([C:13]2[CH:14]=[CH:15][C:16]3[N:22]([S:23]([CH3:26])(=[O:25])=[O:24])[CH2:21][CH2:20][C:19]([C:27]([O:29]C)=[O:28])=[CH:18][C:17]=3[CH:31]=2)=[CH:9][CH:8]=1)[CH3:2].[OH-].[Na+]>CO.C1COCC1>[CH2:1]([O:3][CH2:4][CH2:5][O:6][C:7]1[CH:12]=[CH:11][C:10]([C:13]2[CH:14]=[CH:15][C:16]3[N:22]([S:23]([CH3:26])(=[O:25])=[O:24])[CH2:21][CH2:20][C:19]([C:27]([OH:29])=[O:28])=[CH:18][C:17]=3[CH:31]=2)=[CH:9][CH:8]=1)[CH3:2] |f:1.2|. Procedure: In methanol (20 ml) and THF (20 ml) was dissolved methyl 7-[4-(2- ethoxyethoxy)phenyl]-1-methanesulfonyl-2,3-dihydro-1-benzazepine-4-carboxylate (0.13 g). To the solution was added 1N sodium hydroxide solution (3 ml), and the mixture was stirred at room temperature overnight and concentrated. To the residue was added water, and the mixture was neutralized with 1N hydrochloric acid and extracted with ethyl acetate. The organic layer was washed with water and saturated brine and dried with anhydro...